This data is from the Open Reaction Database (ORD), a public repository of structured organic reaction records. The task is: describe an organic reaction: reactants, conditions, products, and yield The reactants are [BH4-], CCC=O, CCCNc1c(CC)nc2c(-c3ccc(Cl)cc3Cl)nccn12, [Na+], [Na+], C1CCOC1, [OH-], O, O=S(=O)(O)O. The product is CCCN(CCC)c1c(CC)nc2c(-c3ccc(Cl)cc3Cl)nccn12. RXN SMILES: [BH4-:33].[CH:24]([CH2:25][CH3:26])=[O:27].[Cl:1][c:2]1[c:3](-[c:9]2[c:10]3[n:11]([cH:12][cH:13][n:14]2)[c:15]([NH:20][CH2:21][CH2:22][CH3:23])[c:16]([CH2:18][CH3:19])[n:17]3)[cH:4][cH:5][c:6]([Cl:8])[cH:7]1.[Na+:34].[Na+:36].[O:37]1[CH2:38][CH2:39][CH2:40][CH2:41]1.[OH-:35].[OH2:42].[S:28](=[O:29])(=[O:30])([OH:31])[OH:32]>>[Cl:1][c:2]1[c:3](-[c:9]2[c:10]3[n:11]([cH:12][cH:13][n:14]2)[c:15]([N:20]([CH2:21][CH2:22][CH3:23])[CH2:24][CH2:25][CH3:26])[c:16]([CH2:18][CH3:19])[n:17]3)[cH:4][cH:5][c:6]([Cl:8])[cH:7]1.